From a dataset of the Open Reaction Database (ORD), a public repository of structured organic reaction records. describe an organic reaction: reactants, conditions, products, and yield Reactants: NC1CC1, [Cl-], O=C1CC(c2cccc(-n3nncc3CO)c2)=Nc2cc(Cl)c(C(F)(F)F)cc2N1, ClCCl, CN(C)C=O, O=S(Cl)Cl. The product is O=C1CC(c2cccc(-n3nncc3CNC3CC3)c2)=Nc2cc(Cl)c(C(F)(F)F)cc2N1. As a reaction SMILES: [CH:36]1([NH2:39])[CH2:37][CH2:38]1.[Cl-:35].[Cl:1][c:2]1[cH:3][c:4]2[c:5]([cH:25][c:26]1[C:27]([F:28])([F:29])[F:30])[NH:6][C:7](=[O:24])[CH2:8][C:9]([c:11]1[cH:12][c:13](-[n:17]3[n:18][n:19][cH:20][c:21]3[CH2:22][OH:23])[cH:14][cH:15][cH:16]1)=[N:10]2.[Cl:40][CH2:41][Cl:42].[O:43]=[CH:44][N:45]([CH3:46])[CH3:47].[S:31]([Cl:32])([Cl:33])=[O:34]>>[Cl:1][c:2]1[cH:3][c:4]2[c:5]([cH:25][c:26]1[C:27]([F:28])([F:29])[F:30])[NH:6][C:7](=[O:24])[CH2:8][C:9]([c:11]1[cH:12][c:13](-[n:17]3[n:18][n:19][cH:20][c:21]3[CH2:22][NH:39][CH:36]3[CH2:37][CH2:38]3)[cH:14][cH:15][cH:16]1)=[N:10]2. The reactants are OC1CN(C1)C(=O)N1CC(CC(C1)C1=CC=C(C=C1)C(F)(F)F)C(=O)O (1-[(3-Hydroxyazetidin-1-yl)carbonyl]-5-[4-(trifluoromethyl)phenyl]piperidine-3-carboxylic acid), ON=C(C(C)(C)C)N (N′-hydroxy-2,2-dimethylpropanimidamide). Product: C(C)(C)(C)C1=NOC(=N1)C1CN(CC(C1)C1=CC=C(C=C1)C(F)(F)F)C(=O)N1CC(C1)O ({3-(3-tert-Butyl-1,2,4-oxadiazol-5-yl)-5-[4-(trifluoromethyl)phenyl]piperidin-1-yl}(3-hydroxyazetidin-1-yl)methanone). As a reaction SMILES: [OH:1][CH:2]1[CH2:5][N:4]([C:6]([N:8]2[CH2:13][CH:12]([C:14]3[CH:19]=[CH:18][C:17]([C:20]([F:23])([F:22])[F:21])=[CH:16][CH:15]=3)[CH2:11][CH:10]([C:24]([OH:26])=O)[CH2:9]2)=[O:7])[CH2:3]1.O[N:28]=[C:29]([NH2:34])[C:30]([CH3:33])([CH3:32])[CH3:31]>>[C:30]([C:29]1[N:34]=[C:24]([CH:10]2[CH2:11][CH:12]([C:14]3[CH:15]=[CH:16][C:17]([C:20]([F:22])([F:23])[F:21])=[CH:18][CH:19]=3)[CH2:13][N:8]([C:6]([N:4]3[CH2:3][CH:2]([OH:1])[CH2:5]3)=[O:7])[CH2:9]2)[O:26][N:28]=1)([CH3:33])([CH3:32])[CH3:31]. Procedure: 100 mg (0.269 mmol) of 1-[(3-hydroxyazetidin-1-yl)carbonyl]-5-[4-(trifluoromethyl)phenyl]piperidine-3-carboxylic acid (Example 101A) and 34.3 mg (0.295 mmol) of N′-hydroxy-2,2-dimethylpropanimidamide were reacted according to the General Method 1. Yield: 45 mg (37% of theory). The reactants are [Cl-], O=C(O)c1ccc([N+](=O)[O-])cc1, Nc1ccccc1. Product: O=C(Nc1ccccc1)c1ccc([N+](=O)[O-])cc1. As a reaction SMILES: [Cl-:1].[N+:2](=[O:3])([O-:4])[c:5]1[cH:6][cH:7][c:8]([C:9](=[O:10])[OH:11])[cH:12][cH:13]1.[NH2:14][c:15]1[cH:16][cH:17][cH:18][cH:19][cH:20]1>>[N+:2](=[O:3])([O-:4])[c:5]1[cH:6][cH:7][c:8]([C:9](=[O:11])[NH:14][c:15]2[cH:16][cH:17][cH:18][cH:19][cH:20]2)[cH:12][cH:13]1. Reactants: C(C)(C)(C)C=1N(C(C2=CC=C(C=C2C1C1=CC=CC=C1)O)=O)C (3-tert-butyl-6-hydroxy-2-methyl-4-phenylisoquinolin-1(2H)-one), C1(=CC=CC=C1)CCCCI (4-phenyl-1-iodobutane), C([O-])([O-])=O.[Cs+].[Cs+] (cesium carbonate). Solvent: CN(C)C=O (DMF). Product: C(C)(C)(C)C=1N(C(C2=CC=C(C=C2C1C1=CC=CC=C1)OCCCCC1=CC=CC=C1)=O)C (3-tert-butyl-2-methyl-4-phenyl-6-(4-phenylbutoxy)isoquinolin-1(2H)-one). RXN SMILES: [C:1]([C:5]1[N:6]([CH3:23])[C:7](=[O:22])[C:8]2[C:13]([C:14]=1[C:15]1[CH:20]=[CH:19][CH:18]=[CH:17][CH:16]=1)=[CH:12][C:11]([OH:21])=[CH:10][CH:9]=2)([CH3:4])([CH3:3])[CH3:2].[C:24]1([CH2:30][CH2:31][CH2:32][CH2:33]I)[CH:29]=[CH:28][CH:27]=[CH:26][CH:25]=1.C(=O)([O-])[O-].[Cs+].[Cs+]>CN(C=O)C>[C:1]([C:5]1[N:6]([CH3:23])[C:7](=[O:22])[C:8]2[C:13]([C:14]=1[C:15]1[CH:16]=[CH:17][CH:18]=[CH:19][CH:20]=1)=[CH:12][C:11]([O:21][CH2:33][CH2:32][CH2:31][CH2:30][C:24]1[CH:29]=[CH:28][CH:27]=[CH:26][CH:25]=1)=[CH:10][CH:9]=2)([CH3:4])([CH3:2])[CH3:3] |f:2.3.4|. Procedure details: A solution of 3-tert-butyl-6-hydroxy-2-methyl-4-phenylisoquinolin-1(2H)-one (50 mg), 4-phenyl-1-iodobutane (100 mg) and cesium carbonate (100 mg) in DMF (2.5 mL) was heated at 80 C for 6 h. The reaction was partitioned between water and EtOAc. The organic solution was dried (Na2SO4) and concentrated, then purified by flash chromatography (20% EtOAc in hexanes) to give the titled compound. The reactants are Cl.N[C@@H](C(=O)N1CCC(CC1)C1=CC=C(C=C1)Cl)C(CC)C ((2R)-2-amino-1-(4-(4-chlorophenyl)piperidin-1-yl)-3-methylpentan-1-one hydrochloride), C=1C=CC2=C(C1)N=NN2O (HOBt), C(C1=CC=CC=C1)(=O)O (benzoic acid), C(CCl)Cl (EDC). The solvent is CCN(C(C)C)C(C)C (DIEA), CN(C)C=O (DMF), CO (MeOH), CN(C)C=O (DMF). Reaction conditions: time 15 minute. The product is ClC1=CC=C(C=C1)C1CCN(CC1)C([C@@H]([C@@H](CC)C)NC(C1=CC=CC=C1)=O)=O (N-((2R,3R)-1-(4-(4-Chlorophenyl)piperidin-1-yl)-3-methyl-1-oxopentan-2-yl)benzamide). Reaction SMILES: C1C=CC2N(O)N=NC=2C=1.[C:11]([OH:19])(=O)[C:12]1[CH:17]=[CH:16][CH:15]=[CH:14][CH:13]=1.C(Cl)CCl.Cl.[NH2:25][C@H:26]([CH:42]([CH3:45])[CH2:43][CH3:44])[C:27]([N:29]1[CH2:34][CH2:33][CH:32]([C:35]2[CH:40]=[CH:39][C:38]([Cl:41])=[CH:37][CH:36]=2)[CH2:31][CH2:30]1)=[O:28]>CN(C=O)C.CCN(C(C)C)C(C)C.CO>[Cl:41][C:38]1[CH:39]=[CH:40][C:35]([CH:32]2[CH2:31][CH2:30][N:29]([C:27](=[O:28])[C@H:26]([NH:25][C:11](=[O:19])[C:12]3[CH:13]=[CH:14][CH:15]=[CH:16][CH:17]=3)[C@H:42]([CH3:45])[CH2:43][CH3:44])[CH2:34][CH2:33]2)=[CH:36][CH:37]=1 |f:3.4|. Procedure details: A reaction tube was charged with HOBt (8 mg), benzoic acid (7 mg) and EDC (11 mg) in DMF (0.6 mL) and then agitated at rt. for 15 min. After this time, a solution of (2R)-2-amino-1-(4-(4-chlorophenyl)piperidin-1-yl)-3-methylpentan-1-one hydrochloride (16 mg) in DIEA (38 μL) and DMF (187 μL) was added. Upon completion of addition, the reaction mixture was shaken overnight at rt. At the conclusion of this period, the resulting solution was diluted with MeOH and purified by preparative LC-MS to pro... The reactants are COC(=O)C1=CC=2NC(C=CC2N1CC1=NOC(=C1)C=1SC(=CC1)Cl)=O (1-[5-(5-Chloro-thiophen-2-yl)-isoxazol-3-ylmethyl]-5-oxo-4,5-dihydro-1H-pyrrolo[3,2-b]pyridine-2-carboxylic acid methyl ester), [OH-].[Li+] (lithium hydroxide). Solvent: O1CCCC1 (tetrahydrofuran), O (water). Conditions: time 2 hour. Product: ClC1=CC=C(S1)C1=CC(=NO1)CN1C(=CC=2NC(C=CC21)=O)C(=O)O (1-[5-(5-Chloro-thiophen-2-yl)-isoxazol-3-ylmethyl]-5-oxo-4,5-dihydro-1H-pyrrolo[3,2-b]pyridine-2-carboxylic acid). As a reaction SMILES: C[O:2][C:3]([C:5]1[N:13]([CH2:14][C:15]2[CH:19]=[C:18]([C:20]3[S:21][C:22]([Cl:25])=[CH:23][CH:24]=3)[O:17][N:16]=2)[C:12]2[CH:11]=[CH:10][C:9](=[O:26])[NH:8][C:7]=2[CH:6]=1)=[O:4].[OH-].[Li+]>O1CCCC1.O>[Cl:25][C:22]1[S:21][C:20]([C:18]2[O:17][N:16]=[C:15]([CH2:14][N:13]3[C:12]4[CH:11]=[CH:10][C:9](=[O:26])[NH:8][C:7]=4[CH:6]=[C:5]3[C:3]([OH:4])=[O:2])[CH:19]=2)=[CH:24][CH:23]=1 |f:1.2|. Procedure details: A solution of 20 mg) 1-[5-(5-Chloro-thiophen-2-yl)-isoxazol-3-ylmethyl]-5-oxo-4,5-dihydro-1H-pyrrolo[3,2-b]pyridine-2-carboxylic acid methyl ester and 1.9 mg lithium hydroxide in a mixture of 2 ml tetrahydrofuran and 1 mL water was stirred for 2 hours at room temperature. The solvent was removed under reduced pressure and the residue was coevaporated twice with toluene. The residue was directly subjected to the subsequent reaction without further purification. Reactants: O=C([O-])[O-], CC#N, Cc1noc(C)c1S(=O)(=O)Cl, [K+], [K+], O, O=c1[nH]c(-c2cccs2)no1. The product is Cc1noc(C)c1S(=O)(=O)n1c(-c2cccs2)noc1=O. Reaction SMILES: [C:15](=[O:16])([O-:17])[O-:18].[CH3:12][C:13]#[N:14].[CH3:21][c:22]1[n:23][o:24][c:25]([CH3:31])[c:26]1[S:27](=[O:28])(=[O:29])[Cl:30].[K+:19].[K+:20].[OH2:32].[s:1]1[c:2](-[c:6]2[n:7][o:8][c:9](=[O:11])[nH:10]2)[cH:3][cH:4][cH:5]1>>[s:1]1[c:2](-[c:6]2[n:7][o:8][c:9](=[O:11])[n:10]2[S:27]([c:26]2[c:22]([CH3:21])[n:23][o:24][c:25]2[CH3:31])(=[O:28])=[O:29])[cH:3][cH:4][cH:5]1. The reactants are ClC=1C=C2C(=NC=NC2=CC1C(=O)N1CCCC1)N[C@@H](CCC(=O)OCC1=CC=CC=C1)C1=NC2=C(N1)C=CC(=C2)Cl (6-chloro-4-[(1S)-1-(5-chloro-1H-benzimidazol-2-yl)-3-benzyloxycarbonyl-propylamino]-7-(pyrrolidin-1-yl-carbonyl)-quinazoline), C[Si](C)(C)I (trimethylsilyl iodide). Yields the product ClC=1C=C2C(=NC=NC2=CC1C(=O)N1CCCC1)N[C@@H](CCC(=O)O)C1=NC2=C(N1)C=CC(=C2)Cl (6-chloro-4-[(1S)-1-(5-chloro-1H-benzimidazol-2-yl)-3-hydroxycarbonyl-propylamino]-7-(pyrrolidin-1-yl-carbonyl)-quinazoline). RXN SMILES: [Cl:1][C:2]1[CH:3]=[C:4]2[C:9](=[CH:10][C:11]=1[C:12]([N:14]1[CH2:18][CH2:17][CH2:16][CH2:15]1)=[O:13])[N:8]=[CH:7][N:6]=[C:5]2[NH:19][C@H:20]([C:33]1[NH:37][C:36]2[CH:38]=[CH:39][C:40]([Cl:42])=[CH:41][C:35]=2[N:34]=1)[CH2:21][CH2:22][C:23]([O:25]CC1C=CC=CC=1)=[O:24].C[Si](I)(C)C>>[Cl:1][C:2]1[CH:3]=[C:4]2[C:9](=[CH:10][C:11]=1[C:12]([N:14]1[CH2:18][CH2:17][CH2:16][CH2:15]1)=[O:13])[N:8]=[CH:7][N:6]=[C:5]2[NH:19][C@H:20]([C:33]1[NH:37][C:36]2[CH:38]=[CH:39][C:40]([Cl:42])=[CH:41][C:35]=2[N:34]=1)[CH2:21][CH2:22][C:23]([OH:25])=[O:24]. Procedure details: Prepared analogously to Example 15c from 6-chloro-4-[(1S)-1-(5-chloro-1H-benzimidazol-2-yl)-3-benzyloxycarbonyl-propylamino]-7-(pyrrolidin-1-yl-carbonyl)-quinazoline and trimethylsilyl iodide. Reactants: BrC=1C(=C2C(=NC1)NC(=C2)I)Cl (5-bromo-4-chloro-2-iodo-1H-pyrrolo[2,3-b]pyridine), C([O-])([O-])=O.[K+].[K+] (potassium carbonate), C(C)(C)(C)OC(=O)N1CCC(=CC1)B1OC(C(O1)(C)C)(C)C (4-(4,4,5,5-tetramethyl-[1,3,2]dioxaborolan-2-yl)-3,6-dihydro-2H-pyridine-1-carboxylic acid tert-butyl ester). The reagents and catalysts are Cl[Pd]([P](C1=CC=CC=C1)(C2=CC=CC=C2)C3=CC=CC=C3)([P](C4=CC=CC=C4)(C5=CC=CC=C5)C6=CC=CC=C6)Cl (dichlorobis-(triphenylphosphine)palladium). Product: C(C)(C)(C)OC(=O)N1CCC(=CC1)C1=CC=2C(=NC=C(C2Cl)Br)N1 (4-(5-Bromo-4-chloro-1H-pyrrolo[2,3-b]pyridin-2-yl)-3,6-dihydro-2H-pyridine-1-carboxylic acid tert-butyl ester). RXN SMILES: [Br:1][C:2]1[C:3]([Cl:12])=[C:4]2[CH:10]=[C:9](I)[NH:8][C:5]2=[N:6][CH:7]=1.C(=O)([O-])[O-].[K+].[K+].[C:19]([O:23][C:24]([N:26]1[CH2:31][CH:30]=[C:29](B2OC(C)(C)C(C)(C)O2)[CH2:28][CH2:27]1)=[O:25])([CH3:22])([CH3:21])[CH3:20]>Cl[Pd](Cl)([P](C1C=CC=CC=1)(C1C=CC=CC=1)C1C=CC=CC=1)[P](C1C=CC=CC=1)(C1C=CC=CC=1)C1C=CC=CC=1>[C:19]([O:23][C:24]([N:26]1[CH2:27][CH:28]=[C:29]([C:9]2[NH:8][C:5]3=[N:6][CH:7]=[C:2]([Br:1])[C:3]([Cl:12])=[C:4]3[CH:10]=2)[CH2:30][CH2:31]1)=[O:25])([CH3:22])([CH3:20])[CH3:21] |f:1.2.3,^1:43,62|. Procedure details: To a mixture of 5-bromo-4-chloro-2-iodo-1H-pyrrolo[2,3-b]pyridine (46 mg, 0.12 mmol), potassium carbonate (36 mg, 0.25 mmol), dichlorobis-(triphenylphosphine)palladium (9 mg, 0.01 mmol) and 4-(4,4,5,5-tetramethyl-[1,3,2]dioxaborolan-2-yl)-3,6-dihydro-2H-pyridine-1-carboxylic acid tert-butyl ester (42 mg, 0.13 mmol) were added degassed dioxane (4 mL) and water (1 mL), and the mixture was heated to reflux for 5 h. The reaction was evaporated under reduced pressure and the residue was dissolved in ... Reactants: ClC1=NC(=CC(=C1)CCO)C(F)(F)F (2-[2-chloro-6-(trifluoromethyl)pyridin-4-yl]ethanol), NC1CCN(CC1)C(=O)OC(C)(C)C (tert-butyl 4-aminopiperidine-1-carboxylate), C(C)(C)N(C(C)C)CC (N,N-diisopropylethylamine), Cl (hydrogen chloride), O1CCOCC1 (dioxane). Solvent: CS(=O)C (dimethyl sulfoxide). Reaction conditions: temperature 100 celsius, time 140 minute. Product: N1CCC(CC1)NC1=NC(=CC(=C1)CCO)C(F)(F)F (2-[2-(piperidin-4-ylamino)-6-(trifluoromethyl)pyridin-4-yl]ethanol). As a reaction SMILES: Cl[C:2]1[CH:7]=[C:6]([CH2:8][CH2:9][OH:10])[CH:5]=[C:4]([C:11]([F:14])([F:13])[F:12])[N:3]=1.[NH2:15][CH:16]1[CH2:21][CH2:20][N:19](C(OC(C)(C)C)=O)[CH2:18][CH2:17]1.C(N(CC)C(C)C)(C)C.Cl.O1CCOCC1>CS(C)=O>[NH:19]1[CH2:20][CH2:21][CH:16]([NH:15][C:2]2[CH:7]=[C:6]([CH2:8][CH2:9][OH:10])[CH:5]=[C:4]([C:11]([F:14])([F:13])[F:12])[N:3]=2)[CH2:17][CH2:18]1. Procedure: A mixture of 2-[2-chloro-6-(trifluoromethyl)pyridin-4-yl]ethanol (0.085 g, 0.38 mmol, from Step 1), tert-butyl 4-aminopiperidine-1-carboxylate (0.30 g, 1.5 mmol) and N,N-diisopropylethylamine (0.16 mL, 0.94 mmol) in dimethyl sulfoxide (0.86 mL) was heated in the microwave to 100° C. for one hour, then to 140° C. for 140 minutes. The reaction mixture was concentrated. The residue was dissolved in 1,4-dioxane (2.8 mL) and was treated with 4.0 M hydrogen chloride in dioxane (2.8 mL, 11 mmol). After...